The task is: describe an organic reaction: reactants, conditions, products, and yield. This data is from the Open Reaction Database (ORD), a public repository of structured organic reaction records. Starting materials: CC(C#N)(C)C1=NC=CC=C1 (2-methyl-2-(2-pyridyl)-propionitrile), [H-].[H-].[H-].[H-].[Li+].[Al+3] (LiAlH4). The solvent is C(C)OCC (diethyl ether). Run at time 10 hour. The product is CC(CN)(C)C1=NC=CC=C1 (2-Methyl-2-(2-pyridyl)-1-propylamine). Reaction SMILES: [CH3:1][C:2]([C:6]1[CH:11]=[CH:10][CH:9]=[CH:8][N:7]=1)([CH3:5])[C:3]#[N:4].[H-].[H-].[H-].[H-].[Li+].[Al+3]>C(OCC)C>[CH3:5][C:2]([C:6]1[CH:11]=[CH:10][CH:9]=[CH:8][N:7]=1)([CH3:1])[CH2:3][NH2:4] |f:1.2.3.4.5.6|. Procedure: To a solution of 2-methyl-2-(2-pyridyl)-propionitrile (1.018 g, 6.97 mmol) in 25 mL of anhydrous diethyl ether under a blanket of Argon was added LiAlH4 (0.538 g, 14.17 mmol) portionwise. After 1 h the reaction was quenched with the addition of water (1 mL), NaOH (1.0 mL, 1N), water (8 mL) then diethyl ether (20 mL) and let stir for 10 h. The solution was filtered through a plug of celite and washed with diethyl ether:MeOH (1:1) (200 mL). The filtrate was concentrated in vacuo and the residue wa... Reaction SMILES: [N+:1]([C:4]1[CH:5]=[C:6]([OH:10])[CH:7]=[CH:8][CH:9]=1)([O-:3])=[O:2].CN(C)C=O.C(=O)([O-])[O-].[K+].[K+].Cl[CH2:23][CH2:24][O:25][CH2:26][CH2:27][O:28][CH2:29][CH2:30][OH:31]>O.C(OCC)(=O)C>[N+:1]([C:4]1[CH:5]=[C:6]([CH:7]=[CH:8][CH:9]=1)[O:10][CH2:23][CH2:24][O:25][CH2:26][CH2:27][O:28][CH2:29][CH2:30][OH:31])([O-:3])=[O:2] |f:2.3.4|. Reactants: [N+](=O)([O-])C=1C=C(C=CC1)O (m-nitrophenol), CN(C=O)C (N,N-dimethylformamide), C([O-])([O-])=O.[K+].[K+] (potassium carbonate), ClCCOCCOCCO (2-(2-(2-chloroethoxy)ethoxy)-ethanol). Solvent: O (water), C(C)(=O)OCC (ethyl acetate). The product is [N+](=O)([O-])C=1C=C(OCCOCCOCCO)C=CC1 (2-(2-(2-(3-nitrophenoxy)ethoxy)ethoxy)ethanol). Reported procedure: While stirring a mixture of 27.8 g of m-nitrophenol, 120 ml of N,N-dimethylformamide, and 25 g of potassium carbonate at 80° C., 37 g of 2-(2-(2-chloroethoxy)ethoxy)-ethanol was added dropwise to the mixture. After stirring the mixture for one hour at 80° C., 200 ml of ethyl acetate and 200 ml of water were added to the reaction mixture and the ethyl acetate layer was extracted. The ethyl acetate layer was washed with 200 ml of water and concentrated to remove ethyl acetate to provide 2-(2-(2-(3...